This data is from the Open Reaction Database (ORD), a public repository of structured organic reaction records. The task is: describe an organic reaction: reactants, conditions, products, and yield Reactants: S(=S)(=O)([O-])[O-].[Na+].[Na+] (sodium thiosulfate), ClC1=CC(=CC=C1)C(=O)OO (m-Chloroperbenzoic acid), C1(CC1)C=1C=CC(=NC1)C(=O)OCC (ethyl 5-cyclopropylpyridine-2-carboxylate), C([O-])(O)=O.[Na+] (sodium bicarbonate). The solvent is C(Cl)(Cl)Cl (chloroform). Run at time 4 hour. Product: C1(CC1)C1=CC=C([N+](=C1)[O-])C(=O)OCC (ethyl 5-cyclopropylpyridine-2-carboxylate 1-oxide). Yield: 91.7%. Reaction SMILES: ClC1C=CC=C(C(OO)=[O:9])C=1.[CH:12]1([C:15]2[CH:16]=[CH:17][C:18]([C:21]([O:23][CH2:24][CH3:25])=[O:22])=[N:19][CH:20]=2)[CH2:14][CH2:13]1.C(=O)(O)[O-].[Na+].S([O-])([O-])(=O)=S.[Na+].[Na+]>C(Cl)(Cl)Cl>[CH:12]1([C:15]2[CH:20]=[N+:19]([O-:9])[C:18]([C:21]([O:23][CH2:24][CH3:25])=[O:22])=[CH:17][CH:16]=2)[CH2:13][CH2:14]1 |f:2.3,4.5.6|. Procedure details: m-Chloroperbenzoic acid (55 g) was added to a solution of ethyl 5-cyclopropylpyridine-2-carboxylate (15.5 g) in chloroform (300 mL) under ice-cooling, and the mixture was stirred at room temperature for four hours. The reaction solution was poured into a mixed solvent of saturated aqueous sodium bicarbonate and a saturated sodium thiosulfate solution, and the mixture was stirred at room temperature for 30 minutes. After extraction with chloroform, the organic layer was washed with brine, dried o... Starting materials: C([O-])([O-])=O.[Na+].[Na+] (sodium carbonate), solution, BrC1=C(C(=C(N)C(=C1)F)Cl)F (4-Bromo-2-chloro-3,6-difluoroaniline), O1C(CCCC1)N1N=CC=C1B1OC(C)(C)C(C)(C)O1 (1-(tetrahydro-2H-pyran-2-yl)-1H-pyrazole-5-boronic acid pinacol ester). Reagents/catalysts: Cl[Pd]([P](C1=CC=CC=C1)(C2=CC=CC=C2)C3=CC=CC=C3)([P](C4=CC=CC=C4)(C5=CC=CC=C5)C6=CC=CC=C6)Cl (Bis(triphenylphosphine)palladium(II) chloride). Solvent: COCCOC (DME). Reaction conditions: temperature 80 celsius, time 8 hour. The product is ClC1=C(N)C(=CC(=C1F)C1=CC=NN1C1OCCCC1)F (2-Chloro-3,6-difluoro-4-(1-(tetrahydro-2H-pyran-2-yl)-1H-pyrazol-5-yl)-aniline). The yield is 49.9%. Reaction SMILES: Br[C:2]1[CH:8]=[C:7]([F:9])[C:5]([NH2:6])=[C:4]([Cl:10])[C:3]=1[F:11].[O:12]1[CH2:17][CH2:16][CH2:15][CH2:14][CH:13]1[N:18]1[C:22](B2OC(C)(C)C(C)(C)O2)=[CH:21][CH:20]=[N:19]1.C(=O)([O-])[O-].[Na+].[Na+]>COCCOC.Cl[Pd](Cl)([P](C1C=CC=CC=1)(C1C=CC=CC=1)C1C=CC=CC=1)[P](C1C=CC=CC=1)(C1C=CC=CC=1)C1C=CC=CC=1>[Cl:10][C:4]1[C:3]([F:11])=[C:2]([C:22]2[N:18]([CH:13]3[CH2:14][CH2:15][CH2:16][CH2:17][O:12]3)[N:19]=[CH:20][CH:21]=2)[CH:8]=[C:7]([F:9])[C:5]=1[NH2:6] |f:2.3.4,^1:46,65|. Procedure: 4-Bromo-2-chloro-3,6-difluoroaniline (12.37 mmol, 3 g) and 1-(tetrahydro-2H-pyran-2-yl)-1H-pyrazole-5-boronic acid pinacol ester (12.37 mmol, 3.44 g) were dissolved in DME. Bis(triphenylphosphine)palladium(II) chloride (0.619 mmol, 0.434 g) and sodium carbonate, 2 M solution (12.37 mmol, 1.311 g) were added. The reaction mixture was refluxed at 80° C. for 4 h and the stirring was continued at 50° C. overnight. The solvent was evaporated and the residue was extracted three times with EtOAc. The c... The reactants are ClC1=NC(=C(C(=N1)N1[C@@H](CCC1)CO)OC)Cl ([(S)-1-(2,6-dichloro-5-methoxy-pyrimidin-4-yl)-pyrrolidin-2-yl]-methanol), [Cl-].[Li+] (lithium chloride). Solvent: CN(C)C=O (DMF). Reaction conditions: temperature 160 celsius. Product: ClC1=NC(=C(C(=N1)Cl)O)N1[C@@H](CCC1)CO (2,4-dichloro-6-((S)-2-hydroxymethyl-pyrrolidin-1-yl)-pyrimidin-5-ol). RXN SMILES: [Cl:1][C:2]1[N:7]=[C:6]([N:8]2[CH2:12][CH2:11][CH2:10][C@H:9]2[CH2:13][OH:14])[C:5]([O:15]C)=[C:4]([Cl:17])[N:3]=1.[Cl-].[Li+]>CN(C=O)C>[Cl:1][C:2]1[N:3]=[C:4]([Cl:17])[C:5]([OH:15])=[C:6]([N:8]2[CH2:12][CH2:11][CH2:10][C@H:9]2[CH2:13][OH:14])[N:7]=1 |f:1.2|. Procedure details: A mixture of [(S)-1-(2,6-dichloro-5-methoxy-pyrimidin-4-yl)-pyrrolidin-2-yl]-methanol (900 mg, 3.24 mmol) and lithium chloride (360 mg, 8.48 mmol) in anhydrous DMF (10 mL) was heated at 160° C. for 10 mins in a microwave reactor, then concentrated in vacuo to give 2,4-dichloro-6-((S)-2-hydroxymethyl-pyrrolidin-1-yl)-pyrimidin-5-ol. DIAD (700 μL, 3.56 mmol) was added to a solution of 2,4-dichloro-6-((S)-2-hydroxymethyl-pyrrolidin-1-yl)-pyrimidin-5-ol (3 mmol) and triphenyl phosphine (900 mg, 3.43... Starting materials: C(C)C1(CCCC2=CC=CC=C12)CC1(OC1)C(F)(F)F (2-[(1-ethyl-1,2,3,4-tetrahydro-1-naphthalenyl)methyl]-2-(trifluoromethyl)oxirane), Intermediate 15, CC1=NC=2C=CC=C(C2C=C1)N (2-methyl-5-quinolinamine). The product is C(C)C1(CCCC2=CC=CC=C12)CC(C(F)(F)F)(O)CNC1=C2C=CC(=NC2=CC=C1)C (3-(1-Ethyl-1,2,3,4-tetrahydro-1-naphthalenyl)-1,1,1-trifluoro-2-[[(2-methyl-5-quinolinyl) amino]methyl]-2-propanol). As a reaction SMILES: [CH2:1]([C:3]1([CH2:13][C:14]2([C:17]([F:20])([F:19])[F:18])[CH2:16][O:15]2)[C:12]2[C:7](=[CH:8][CH:9]=[CH:10][CH:11]=2)[CH2:6][CH2:5][CH2:4]1)[CH3:2].[CH3:21][C:22]1[CH:31]=[CH:30][C:29]2[C:28]([NH2:32])=[CH:27][CH:26]=[CH:25][C:24]=2[N:23]=1>>[CH2:1]([C:3]1([CH2:13][C:14]([CH2:16][NH:32][C:28]2[CH:27]=[CH:26][CH:25]=[C:24]3[C:29]=2[CH:30]=[CH:31][C:22]([CH3:21])=[N:23]3)([OH:15])[C:17]([F:20])([F:19])[F:18])[C:12]2[C:7](=[CH:8][CH:9]=[CH:10][CH:11]=2)[CH2:6][CH2:5][CH2:4]1)[CH3:2]. Reported procedure: Similar reaction of 2-[(1-ethyl-1,2,3,4-tetrahydro-1-naphthalenyl)methyl]-2-(trifluoromethyl)oxirane (D2, racemic diastereomer 2) (Intermediate 15) with 2-methyl-5-quinolinamine afforded Example 5-D2 (racemic diastereomer 2). Reactants: BrCC(=O)OCC (ethyl bromoacetate), CC1(C=2C=CC(=CC2C(CC1)=O)/C=C/C1=CC=C(C(=O)OCC)C=C1)C (ethyl(E)-4-[2-(5,6-dihydro-5,5-dimethyl-naphthalen-8(7H)-one-2-yl)ethenyl]benzoate), CC1(C=2C=CC(=CC2C(CC1)=O)/C=C/C1=CC=C(C(=O)OCC)C=C1)C (ethyl(E)-4-[2-(5,6-dihydro-5,5-dimethyl-naphthalen-8(7H)-one-2-yl)ethenyl]benzoate), C1=CC=CC=C1 (benzene), C1=CC=CC=C1 (benzene). The reagents and catalysts are [Zn] (zinc). The product is CC1(C=2C=CC(=CC2C(CC1)(C(=O)OCCC)O)/C=C/C1=CC=C(C(=O)OCC)C=C1)C ((±)Ethyl (E)-4-[2-(5,6,7,8-tetrahydro-5,5-dimethyl-8-hydroxy-8-(methylcarbethoxy)naphthalen-2-yl)ethenyl]benzoate). As a reaction SMILES: [CH3:1][C:2]1([CH3:26])[CH2:11][CH2:10][C:9](=[O:12])[C:8]2[CH:7]=[C:6](/[CH:13]=[CH:14]/[C:15]3[CH:25]=[CH:24][C:18]([C:19]([O:21][CH2:22][CH3:23])=[O:20])=[CH:17][CH:16]=3)[CH:5]=[CH:4][C:3]1=2.BrC[C:29]([O:31][CH2:32][CH3:33])=[O:30].[CH:34]1C=CC=CC=1>[Zn]>[CH3:26][C:2]1([CH3:1])[CH2:11][CH2:10][C:9]([OH:12])([C:29]([O:31][CH2:32][CH2:33][CH3:34])=[O:30])[C:8]2[CH:7]=[C:6](/[CH:13]=[CH:14]/[C:15]3[CH:16]=[CH:17][C:18]([C:19]([O:21][CH2:22][CH3:23])=[O:20])=[CH:24][CH:25]=3)[CH:5]=[CH:4][C:3]1=2. Reported procedure: To a refluxing solution of 0.75 g (11.5 mmol) of granular zinc in 5.0 mL of benzene was added a solution of ethyl(E)-4-[2-(5,5-dimethyl-5,6,-dihydro-naphthalen-8(7H)-one-2-yl)ethenyl]-benzoate (Compound A2) in 5.0 mL of benzene followed by 0.27 g (0.18 mmol) of ethyl bromoacetate. The resulting mixture was refluxed for 24 h. The reaction was cooled, filtered through celite. The filtrate was washed with 10% HCl, sat. aqueous NaHCO3 and brine. The organic phase was dried over Na2SO4 and concentrat... Starting materials: 4.13.g, C(C1=CC=CC=C1)N1CCC(CC1)N1C(NC2=C(C1C1=CC=CC=C1)C=NC=C2)=O (3-(1-benzylpiperidin-4-yl)-4-phenyl-2-oxo-1,2,3,4-tetrahydropyrido[4,3-d]pyrimidine), C(=O)[O-].[NH4+] (ammonium formate). The reagents and catalysts are [C].[Pd] (palladium-carbon). Solvent: CO (methanol). Product: N1CCC(CC1)N1C(NC2=C(C1C1=CC=CC=C1)C=NC=C2)=O (3-(piperidin-4-yl)-4-phenyl-2-oxo-1,2,3,4-tetrahydropyrido[4,3-d]pyrimidine). As a reaction SMILES: C([N:8]1[CH2:13][CH2:12][CH:11]([N:14]2[CH:19]([C:20]3[CH:25]=[CH:24][CH:23]=[CH:22][CH:21]=3)[C:18]3[CH:26]=[N:27][CH:28]=[CH:29][C:17]=3[NH:16][C:15]2=[O:30])[CH2:10][CH2:9]1)C1C=CC=CC=1.C([O-])=O.[NH4+]>CO.[C].[Pd]>[NH:8]1[CH2:9][CH2:10][CH:11]([N:14]2[CH:19]([C:20]3[CH:25]=[CH:24][CH:23]=[CH:22][CH:21]=3)[C:18]3[CH:26]=[N:27][CH:28]=[CH:29][C:17]=3[NH:16][C:15]2=[O:30])[CH2:12][CH2:13]1 |f:1.2,4.5|. Procedure details: To a solution of 4.13.g (10.4 mmol) of 3-(1-benzylpiperidin-4-yl)-4-phenyl-2-oxo-1,2,3,4-tetrahydropyrido[4,3-d]pyrimidine in 250 mL of methanol were added 1.89 g (30 mmol) of ammonium formate and 0.3 g of 10% palladium-carbon, and the mixture was heated under reflux for 5 hours. After being cooled, the reaction mixture was filtered through cerite, and the filtrate was concentrated in vacuo. To the residue was added an aqueous saturated sodium hydrogencarbonate solution, and the mixture was extr...